describe an organic reaction: reactants, conditions, products, and yield From a dataset of the Open Reaction Database (ORD), a public repository of structured organic reaction records. Procedure: To a solution of 30.5 g (0.155 Mol) of 4-fluoro-γ-oxobenzenebutanoic acid in 470 ml tetrahydrofuran, 35.0 g (0.216 Mol) of N,N′-carbonyldiimidazole was added with stirring and at room temperature and held at room temperature for a further 2.5 hours. Then, 13.7 g (0.304 Mol) of dimethylamine was added under strong external cooling by means of an ice-ethanol mixture. After the mixture had stood at room temperature for 12 hours, the solvent was removed in vacuo, the residue was divided between dich... Reactants: FC1=CC=C(C=C1)C(CCC(=O)O)=O (4-fluoro-γ-oxobenzenebutanoic acid), N,N′-carbonyldiimidazole, ice ethanol, CNC (dimethylamine). Reaction SMILES: [F:1][C:2]1[CH:7]=[CH:6][C:5]([C:8](=[O:14])[CH2:9][CH2:10][C:11](O)=[O:12])=[CH:4][CH:3]=1.[CH3:15][NH:16][CH3:17]>O1CCCC1>[CH3:15][N:16]([CH3:17])[C:11](=[O:12])[CH2:10][CH2:9][C:8](=[O:14])[C:5]1[CH:6]=[CH:7][C:2]([F:1])=[CH:3][CH:4]=1. Run at time 2.5 hour. The product is CN(C(CCC(C1=CC=C(C=C1)F)=O)=O)C (N,N-dimethyl-4-fluoro-γ-oxobenzenebutanoic acid amide). The solvent is O1CCCC1 (tetrahydrofuran). Starting materials: B, N#Cc1cccc(CCC(=O)O)c1, CSC, C1CCOC1, O. The product is N#Cc1cccc(CCCO)c1. Reaction SMILES: [BH3:4].[C:5](#[N:6])[c:7]1[cH:8][c:9]([CH2:13][CH2:14][C:15](=[O:16])[OH:17])[cH:10][cH:11][cH:12]1.[CH3:1][S:2][CH3:3].[O:19]1[CH2:20][CH2:21][CH2:22][CH2:23]1.[OH2:18]>>[C:5](#[N:6])[c:7]1[cH:8][c:9]([CH2:13][CH2:14][CH2:15][OH:16])[cH:10][cH:11][cH:12]1. Reactants: O=C([O-])[O-], CCOC(C)=O, COCCOC, [Cl-], CC(C)(C)OC(=O)N(C(=O)OC(C)(C)C)c1ncccc1-c1cc(CCl)no1, [Cs+], [Cs+], [Cu], [Na+], OB(O)c1ccc(COc2ccccn2)cc1. Product: CC(C)(C)OC(=O)N(C(=O)OC(C)(C)C)c1ncccc1-c1cc(Cc2ccc(COc3ccccn3)cc2)no1. Reaction SMILES: [C:46](=[O:47])([O-:48])[O-:49].[CH3:55][CH2:56][O:57][C:58](=[O:59])[CH3:60].[CH3:61][O:62][CH2:63][CH2:64][O:65][CH3:66].[Cl-:53].[Cl:1][CH2:2][c:3]1[n:4][o:5][c:6](-[c:8]2[c:9]([N:14]([C:15](=[O:16])[O:17][C:18]([CH3:19])([CH3:20])[CH3:21])[C:22](=[O:23])[O:24][C:25]([CH3:26])([CH3:27])[CH3:28])[n:10][cH:11][cH:12][cH:13]2)[cH:7]1.[Cs+:50].[Cs+:51].[Cu:54].[Na+:52].[n:29]1[c:30]([O:35][CH2:36][c:37]2[cH:38][cH:39][c:40]([B:43]([OH:44])[OH:45])[cH:41][cH:42]2)[cH:31][cH:32][cH:33][cH:34]1>>[CH2:2]([c:3]1[n:4][o:5][c:6](-[c:8]2[c:9]([N:14]([C:15](=[O:16])[O:17][C:18]([CH3:19])([CH3:20])[CH3:21])[C:22](=[O:23])[O:24][C:25]([CH3:26])([CH3:27])[CH3:28])[n:10][cH:11][cH:12][cH:13]2)[cH:7]1)[c:40]1[cH:39][cH:38][c:37]([CH2:36][O:35][c:30]2[n:29][cH:34][cH:33][cH:32][cH:31]2)[cH:42][cH:41]1. The reactants are C(C)(C)(C)OC1=CC=C(C=C)C=C1 (p-t-butoxystyrene), C=CC1=CC=CC=C1 (styrene), CC(C)(C#N)N=NC(C)(C)C#N (azobis-iso-butylonitrile). Run in O1CCOCC1 (dioxane). The product is OC1=CC=C(C=C)C=C1 (p-hydroxystyrene), C=CC1=CC=CC=C1 (styrene). As a reaction SMILES: C([O:5][C:6]1[CH:13]=[CH:12][C:9]([CH:10]=[CH2:11])=[CH:8][CH:7]=1)(C)(C)C.[CH2:14]=[CH:15][C:16]1[CH:21]=[CH:20][CH:19]=[CH:18][CH:17]=1.CC(N=NC(C#N)(C)C)(C#N)C>O1CCOCC1>[OH:5][C:6]1[CH:13]=[CH:12][C:9]([CH:10]=[CH2:11])=[CH:8][CH:7]=1.[CH2:14]=[CH:15][C:16]1[CH:21]=[CH:20][CH:19]=[CH:18][CH:17]=1. Procedure: 300 g of p-t-butoxystyrene, 30 g of styrene, and 1.6 g of azobis-iso-butylonitrile were dissolved in 330 g of dioxane, and reacted for 12 hours under a nitrogen atmosphere at 70° C. After the reaction, unreacted monomers were removed to obtain a copolymer of p-hydroxystyrene and styrene. This resin was hydrolyzed with an acid to produce 180 g of a copolymer of p-hydroxystyrene and styrene with Mw of 18,000. NMR measurement confirmed that the molar ratio of p-hydroxystyrene and styrene was 85:15. Starting materials: C(C)(C)(C)OC(=O)N=C(NCCOC1=CC=C(C/C(/C(=O)OC)=C(/C(=O)OC)\C(C)C)C=C1)NC(=O)OC(C)(C)C (dimethyl 2-[4-{2-[2,3-bis(t-butoxycarbonyl)guanidino]ethoxy}benzyl]-3-isopropylmaleate), Cl (hydrochloric acid). Run in CO (methanol). Conditions: time 4 hour. Product: Cl.COC(\C(=C(/C(=O)OC)\C(C)C)\CC1=CC=C(C=C1)OCCNC(=N)N)=O (2-[4-(2-Guanidinoethoxy)benzyl]-3-isopropylmaleic acid dimethyl ester hydrochloride). RXN SMILES: C(OC([N:8]=[C:9]([NH:34]C(OC(C)(C)C)=O)[NH:10][CH2:11][CH2:12][O:13][C:14]1[CH:33]=[CH:32][C:17]([CH2:18]/[C:19](=[C:24](\[CH:29]([CH3:31])[CH3:30])/[C:25]([O:27][CH3:28])=[O:26])/[C:20]([O:22][CH3:23])=[O:21])=[CH:16][CH:15]=1)=O)(C)(C)C.[ClH:42]>CO>[ClH:42].[CH3:23][O:22][C:20](=[O:21])/[C:19](/[CH2:18][C:17]1[CH:16]=[CH:15][C:14]([O:13][CH2:12][CH2:11][NH:10][C:9]([NH2:34])=[NH:8])=[CH:33][CH:32]=1)=[C:24](/[CH:29]([CH3:30])[CH3:31])\[C:25]([O:27][CH3:28])=[O:26] |f:3.4|. Procedure: To a solution of dimethyl 2-[4-{2-[2,3-bis(t-butoxycarbonyl)guanidino]ethoxy}benzyl]-3-isopropylmaleate (23.5 mg, 0.0407 mmol) in methanol (470 μL) was added 5 M hydrochloric acid (407 μL) at room temperature, and the mixture was left standing for 4 h. The reaction mixture was concentrated to dryness to give 17.6 mg of the title compound as oil (quantitative). Reactants: [Br-], C1CCOC1, [Mg+]C1CCCC1, O=C(CCC1=CCCCC1)Sc1ccccn1. The product is O=C(CCC1=CCCCC1)C1CCCC1. Reaction SMILES: [Br-:1].[CH2:25]1[O:26][CH2:27][CH2:28][CH2:29]1.[CH:2]1([Mg+:7])[CH2:3][CH2:4][CH2:5][CH2:6]1.[n:8]1[cH:9][cH:10][cH:11][cH:12][c:13]1[S:14][C:15]([CH2:16][CH2:17][C:18]1=[CH:19][CH2:20][CH2:21][CH2:22][CH2:23]1)=[O:24]>>[CH:2]1([C:15]([CH2:16][CH2:17][C:18]2=[CH:19][CH2:20][CH2:21][CH2:22][CH2:23]2)=[O:24])[CH2:3][CH2:4][CH2:5][CH2:6]1. Reactants: ClCCl, CCO, NCCCN1CCN(Cc2ccc(Cl)cc2)CC1, S=C=Nc1ccccc1. Yields the product S=C(NCCCN1CCN(Cc2ccc(Cl)cc2)CC1)Nc1ccccc1. Reaction SMILES: [CH2:31]([Cl:32])[Cl:33].[CH3:28][CH2:29][OH:30].[NH2:1][CH2:2][CH2:3][CH2:4][N:5]1[CH2:6][CH2:7][N:8]([CH2:11][c:12]2[cH:13][cH:14][c:15]([Cl:18])[cH:16][cH:17]2)[CH2:9][CH2:10]1.[c:19]1([N:25]=[C:26]=[S:27])[cH:20][cH:21][cH:22][cH:23][cH:24]1>>[NH:1]([CH2:2][CH2:3][CH2:4][N:5]1[CH2:6][CH2:7][N:8]([CH2:11][c:12]2[cH:13][cH:14][c:15]([Cl:18])[cH:16][cH:17]2)[CH2:9][CH2:10]1)[C:26]([NH:25][c:19]1[cH:20][cH:21][cH:22][cH:23][cH:24]1)=[S:27].